This data is from the Open Reaction Database (ORD), a public repository of structured organic reaction records. The task is: describe an organic reaction: reactants, conditions, products, and yield The reactants are CC(CCCC(=O)OC)C (Methyl 5-methylhexanoate), CC(CCCC(=O)O)C (5-methylhexanoic acid), S(O)(O)(=O)=O (sulfuric acid), CP(OC)(OC)=O (dimethyl methylphosphonate), [Li]CCCC (n-BuLi), Intermediate 17.1. Solvent: CO (methanol), C1CCOC1 (THF). Run at time 30 minute. Yields the product CC(CCCC(CP(OC)(OC)=O)=O)C (Dimethyl 6-methyl-2-oxoheptylphosphonate). Yield: 76.2%. As a reaction SMILES: [CH3:1][P:2](=[O:7])([O:5][CH3:6])[O:3][CH3:4].[Li]CCCC.[CH3:13][CH:14]([CH3:22])[CH2:15][CH2:16][CH2:17][C:18](OC)=[O:19].CC(C)CCCC(O)=O.S(=O)(=O)(O)O>C1COCC1.CO>[CH3:13][CH:14]([CH3:22])[CH2:15][CH2:16][CH2:17][C:18](=[O:19])[CH2:1][P:2](=[O:7])([O:5][CH3:6])[O:3][CH3:4]. Procedure: To a solution of dimethyl methylphosphonate (2.17 ml, 20 mmol) in anhydrous THF (20 mL), cooled at −78° C. was added n-BuLi (1.6 M in hexane, 13.7 mL, 22 mmol). The mixture was stirred for 30 minutes at this temperature under nitrogen. Methyl 5-methylhexanoate (1.44 g, 10 mmol), prepared from 5-methylhexanoic acid (from Avocado) and methanol at the presence of the catalytic amount of the concentrated sulfuric acid (the procedure described in Intermediate 17.1), was added dropwise for 10 minutes.... Reactants: ClC1=C2C(=NC=C1C=O)NC=C2 (4-chloro-1H-pyrrolo[2,3-b]pyridine-5-carbaldehyde), Cl.C1(CCCCC1)NN (cyclohexylhydrazine hydrochloride), CCN(C(C)C)C(C)C (DIEA). The solvent is CC(C)(C)O (t-BuOH). Run at time 1 hour. Yields the product C1(CCCCC1)N1N=CC=2C1=C1C(=NC2)NC=C1 (1-cyclohexyl-1,6-dihydropyrazolo[3,4-d]pyrrolo[2,3-b]pyridine). Yield: 33.8%. As a reaction SMILES: Cl[C:2]1[C:7]([CH:8]=O)=[CH:6][N:5]=[C:4]2[NH:10][CH:11]=[CH:12][C:3]=12.Cl.[CH:14]1([NH:20][NH2:21])[CH2:19][CH2:18][CH2:17][CH2:16][CH2:15]1.CCN(C(C)C)C(C)C>CC(O)(C)C>[CH:14]1([N:20]2[C:2]3=[C:3]4[CH:12]=[CH:11][NH:10][C:4]4=[N:5][CH:6]=[C:7]3[CH:8]=[N:21]2)[CH2:19][CH2:18][CH2:17][CH2:16][CH2:15]1 |f:1.2|. Reported procedure: A solution containing 4-chloro-1H-pyrrolo[2,3-b]pyridine-5-carbaldehyde (0.100 g, 0.554 mmol, Adesis), cyclohexylhydrazine hydrochloride (0.125 g, 0.831 mmol) and DIEA (0.19 mL, 1.1 mmol) in t-BuOH (5 mL) was stirred at ambient temperature for about 1 h, then heated at about 70° C. for about 1 h, followed by heating in a Biotage microwave at about 200° C. for about 1 h. The insoluble residue was removed by filtration and the filtrate was subjected to purification by preparative RP-HPLC (Table 2,... Starting materials: N1(CCNCC1)C(=O)OC(C)(C)C (t-butyl 1-piperazinecarboxylate), C(C=C)(=O)OCC (ethyl acrylate), C(C)OCC (diethyl ether). Solvent: C(C)O (ethanol). Product: C(=O)(OCC)CCN1CCN(CC1)C(=O)OC(C)(C)C (t-butyl 4-carboethoxyethyl-1-piperazinecaboxylate). Reaction SMILES: [N:1]1([C:7]([O:9][C:10]([CH3:13])([CH3:12])[CH3:11])=[O:8])[CH2:6][CH2:5][NH:4][CH2:3][CH2:2]1.[C:14]([O:18][CH2:19][CH3:20])(=[O:17])[CH:15]=[CH2:16].C(OCC)C>C(O)C>[C:14]([CH2:15][CH2:16][N:4]1[CH2:5][CH2:6][N:1]([C:7]([O:9][C:10]([CH3:13])([CH3:12])[CH3:11])=[O:8])[CH2:2][CH2:3]1)([O:18][CH2:19][CH3:20])=[O:17]. Reported procedure: Combine t-butyl 1-piperazinecarboxylate (10.47 g, 56.2 mmol), ethyl acrylate (8 mL) in ethanol (30 mL). Heat at reflux. After 5.5. hours, cool the reaction mixture and evaporate in vacuo to give a residue. Combine the residue and diethyl ether (200 mL) and extract with a 1 M aqueous solution of hydrochloric acid. Adjust the pH of the aqueous layer to basic using sodium bicarbonate and then extract with ethyl acetate. Dry the organic layer over MgSO4, filter, and evaporate in vacuo to give t-buty... The reactants are CO, O=[N+]([O-])c1cc(Cl)cc(Cl)c1O, [H][H], O=[Pt]. The product is Nc1cc(Cl)cc(Cl)c1O. Reaction SMILES: [CH3:17][OH:18].[Cl:1][c:2]1[c:3]([OH:12])[c:4]([N+:9]([O-:10])=[O:11])[cH:5][c:6]([Cl:8])[cH:7]1.[H:13][H:14].[Pt:15]=[O:16]>>[Cl:1][c:2]1[c:3]([OH:12])[c:4]([NH2:9])[cH:5][c:6]([Cl:8])[cH:7]1.